This data is from the Open Reaction Database (ORD), a public repository of structured organic reaction records. The task is: describe an organic reaction: reactants, conditions, products, and yield Starting materials: C(C)(=O)N(C(=O)OCOC(C1=CC=C(C=C1)OP(=O)(OCC1=CC=CC=C1)OCC1=CC=CC=C1)=O)C[C@H]1CN(C(O1)=O)C1=CC(=C(C=C1)N1CC2=NN(C=C2C1)C)F (4-(Bis-benzyloxy-phosphoryloxy)-benzoic acid (acetyl-{(R)-3-[3-fluoro-4-(2-methyl-2,6-dihydro-4H-pyrrolo[3,4-c]pyrazol-5-yl)-phenyl]-2-oxo-oxazolidin-5-ylmethyl}-carbamoyloxy)-methyl ester). The reagents and catalysts are [Pd] (Pd/C). Solvent: C1=CCC=CC1 (1,4-cyclohexadiene), C1CCOC1 (THF). Run at time 6 hour. The product is C(C)(=O)N(C(=O)OCOC(C1=CC=C(C=C1)OP(=O)(O)O)=O)C[C@H]1CN(C(O1)=O)C1=CC(=C(C=C1)N1CC2=NN(C=C2C1)C)F (4-Phosphonooxy-benzoic acid (acetyl-{(R)-3-[3-fluoro-4-(2-methyl-2,6-dihydro-4H-pyrrolo[3,4-c]pyrazol-5-yl)-phenyl]-2-oxo-oxazolidin-5-ylmethyl}-carbamoyloxy)-methyl ester). RXN SMILES: [C:1]([N:4]([CH2:37][C@@H:38]1[O:42][C:41](=[O:43])[N:40]([C:44]2[CH:49]=[CH:48][C:47]([N:50]3[CH2:57][C:56]4[C:52](=[N:53][N:54]([CH3:58])[CH:55]=4)[CH2:51]3)=[C:46]([F:59])[CH:45]=2)[CH2:39]1)[C:5]([O:7][CH2:8][O:9][C:10](=[O:36])[C:11]1[CH:16]=[CH:15][C:14]([O:17][P:18]([O:28]CC2C=CC=CC=2)([O:20]CC2C=CC=CC=2)=[O:19])=[CH:13][CH:12]=1)=[O:6])(=[O:3])[CH3:2]>C1CC=CCC=1.C1COCC1.[Pd]>[C:1]([N:4]([CH2:37][C@@H:38]1[O:42][C:41](=[O:43])[N:40]([C:44]2[CH:49]=[CH:48][C:47]([N:50]3[CH2:57][C:56]4[C:52](=[N:53][N:54]([CH3:58])[CH:55]=4)[CH2:51]3)=[C:46]([F:59])[CH:45]=2)[CH2:39]1)[C:5]([O:7][CH2:8][O:9][C:10](=[O:36])[C:11]1[CH:16]=[CH:15][C:14]([O:17][P:18]([OH:28])([OH:20])=[O:19])=[CH:13][CH:12]=1)=[O:6])(=[O:3])[CH3:2]. Procedure details: A suspension of 15 (1 equiv) and 10% Pd/C (1 weight equiv of 15) in 1,4-cyclohexadiene and THF is stirred at rt for 6 h. The reaction mixture is filtered, concentrated in vacuo, purified directly by HPLC (C-18 column, 0-100% gradient elution, MeCN:H2O), and fractions containing product are lyophilized to give the title compound. Theoretical MS 646 (M+1)+ The reactants are COc1ccc(Cl)c(N2CCN(c3cc(-c4ccc(F)cc4)nc(N4CCCC4C)n3)C(C)C2)n1, Cl. The product is CC1CN(c2nc(O)ccc2Cl)CCN1c1cc(-c2ccc(F)cc2)nc(N2CCCC2C)n1. RXN SMILES: [Cl:1][c:2]1[c:3]([N:10]2[CH2:11][CH:12]([CH3:35])[N:13]([c:16]3[n:17][c:18]([N:29]4[CH:30]([CH3:34])[CH2:31][CH2:32][CH2:33]4)[n:19][c:20](-[c:22]4[cH:23][cH:24][c:25]([F:28])[cH:26][cH:27]4)[cH:21]3)[CH2:14][CH2:15]2)[n:4][c:5]([O:8][CH3:9])[cH:6][cH:7]1.[ClH:36]>>[Cl:1][c:2]1[c:3]([N:10]2[CH2:11][CH:12]([CH3:35])[N:13]([c:16]3[n:17][c:18]([N:29]4[CH:30]([CH3:34])[CH2:31][CH2:32][CH2:33]4)[n:19][c:20](-[c:22]4[cH:23][cH:24][c:25]([F:28])[cH:26][cH:27]4)[cH:21]3)[CH2:14][CH2:15]2)[n:4][c:5]([OH:8])[cH:6][cH:7]1. Yield: 67.5%. Reported procedure: A mixture of methyl 3,3-dimethoxy-2-methylpropionate (10 g, 46 mmol. Commercially available or can be prepared according to Org. Biomol. Chem. 2006, 4, 2945), 2-bromo-5-nitrophenylamine (12 g, 74 mmol) and p-TsOH (50 mg, 0.29 mmol) in benzene (200 mL) was stirred at reflux for 24 h. The reaction mixture was allowed to cool to room temperature. The reaction mixture was concentrated under reduced pressure. The residue was recrystallized from DCM to afford the desired product (9.8 g, yield: 67.5%) ... Solvent: C1=CC=CC=C1 (benzene). The reactants are BrC1=C(C=C(C=C1)[N+](=O)[O-])N (2-bromo-5-nitrophenylamine), CC=1C=CC(=CC1)S(=O)(=O)O (p-TsOH), COC(C(C(=O)OC)C)OC (methyl 3,3-dimethoxy-2-methylpropionate). The product is BrC1=C(C=C(C=C1)[N+](=O)[O-])NC=C(C(=O)OC)C (Methyl 3-[(2-bromo-5-nitrophenyl)amino]-2-methylprop-2-enoate). Reaction SMILES: [CH3:1][O:2][CH:3]([O:10]C)[CH:4]([CH3:9])[C:5](OC)=O.[Br:12][C:13]1[CH:18]=[CH:17][C:16]([N+:19]([O-:21])=[O:20])=[CH:15][C:14]=1[NH2:22].CC1C=CC(S(O)(=O)=O)=CC=1>C1C=CC=CC=1>[Br:12][C:13]1[CH:18]=[CH:17][C:16]([N+:19]([O-:21])=[O:20])=[CH:15][C:14]=1[NH:22][CH:5]=[C:4]([CH3:9])[C:3]([O:2][CH3:1])=[O:10]. Reactants: C(C=C)Br (allyl bromide), [H-].[Na+] (sodium hydride), [H-].[Na+] (sodium hydride), C(C)(C)(C)OC (methyl tert-butyl ether), [H-].[Na+] (sodium hydride), C(C=C)Br (allyl bromide), C(C)C(C(=O)OC(C)(C)C)CC[C@@H]1C[C@@H](CCC1)O (tert-butyl 2-ethyl-4-(cis-3-hydroxycyclohexyl)butyrate). Solvent: CN(C=O)C (dimethylformamide). Run at time 15 minute. Product: C(C=C)O[C@H]1C[C@H](CCC1)CCC(C(=O)OC(C)(C)C)CC (tert-Butyl 4-(cis-3-allyloxycyclohexyl)-2-ethylbutyrate). Reaction SMILES: [CH2:1]([CH:3]([CH2:11][CH2:12][C@H:13]1[CH2:18][CH2:17][CH2:16][C@@H:15]([OH:19])[CH2:14]1)[C:4]([O:6][C:7]([CH3:10])([CH3:9])[CH3:8])=[O:5])[CH3:2].[H-].[Na+].[CH2:22](Br)[CH:23]=[CH2:24].C(OC)(C)(C)C>CN(C)C=O>[CH2:24]([O:19][C@@H:15]1[CH2:16][CH2:17][CH2:18][C@H:13]([CH2:12][CH2:11][CH:3]([CH2:1][CH3:2])[C:4]([O:6][C:7]([CH3:10])([CH3:8])[CH3:9])=[O:5])[CH2:14]1)[CH:23]=[CH2:22] |f:1.2|. Procedure details: 1.19 g of tert-butyl 2-ethyl-4-(cis-3-hydroxycyclohexyl)butyrate are dissolved in 50 ml of dimethylformamide, and 210 mg g of sodium hydride (60% strength in paraffin oil) are added. The suspension is stirred at room temperature for 15 minutes, and 1.6 ml of allyl bromide are then added. After one hour, a further 320 mg of sodium hydride are added. After 12 hours of stirring at room temperature, another 320 mg of sodium hydride and then 1.6 ml of allyl bromide are metered in. Stirring at room te... Reactants: COC(=O)C1(SCCN1)C (2-methylthiazolidine-2-carboxylic acid methyl ester), [OH-].[Na+] (caustic soda). Run in O (water). Product: CC1(SCCN1)C(=O)[O-].[Na+] (sodium 2-methylthiazolidine-2-carboxylate). RXN SMILES: C[O:2][C:3]([C:5]1([CH3:10])[NH:9][CH2:8][CH2:7][S:6]1)=[O:4].[OH-].[Na+:12]>O>[CH3:10][C:5]1([C:3]([O-:4])=[O:2])[NH:9][CH2:8][CH2:7][S:6]1.[Na+:12] |f:1.2,4.5|. Procedure: 3.22 g of the thus obtained 2-methylthiazolidine-2-carboxylic acid methyl ester was added to a solution of 0.80 g of caustic soda in 20 ml of water and stirred at room temperature to give an aqueous solution of sodium 2-methylthiazolidine-2-carboxylate. To the solution was added 3.76 g of 3,5-dichlorophenylisocyanate in 20 ml of chlorobenzene, followed by stirring at room temperature for 1.5 hours. Then the reaction mixture was extracted with ether and the water layer was neutralized with concen... The reactants are O=S(=O)(Oc1ccc(-c2c(Cc3ccccc3)oc3ccccc23)cc1)C(F)(F)F, Cc1ccccc1, CCO, O=Cc1ccc(B(O)O)cc1, [Na+], [Na+], O=C([O-])[O-], O. The product is O=Cc1ccc(-c2ccc(-c3c(Cc4ccccc4)oc4ccccc34)cc2)cc1. As a reaction SMILES: [CH2:1]([c:2]1[cH:3][cH:4][cH:5][cH:6][cH:7]1)[c:8]1[o:9][c:10]2[c:11]([c:12]1-[c:13]1[cH:14][cH:15][c:16]([O:19][S:20]([C:21]([F:22])([F:23])[F:24])(=[O:25])=[O:26])[cH:17][cH:18]1)[cH:27][cH:28][cH:29][cH:30]2.[CH3:48][c:49]1[cH:50][cH:51][cH:52][cH:53][cH:54]1.[CH3:55][CH2:56][OH:57].[CH:31](=[O:32])[c:33]1[cH:34][cH:35][c:36]([B:39]([OH:40])[OH:41])[cH:37][cH:38]1.[Na+:42].[Na+:43].[O-:44][C:45](=[O:46])[O-:47].[OH2:58]>>[CH2:1]([c:2]1[cH:3][cH:4][cH:5][cH:6][cH:7]1)[c:8]1[o:9][c:10]2[c:11]([c:12]1-[c:13]1[cH:14][cH:15][c:16](-[c:36]3[cH:35][cH:34][c:33]([CH:31]=[O:32])[cH:38][cH:37]3)[cH:17][cH:18]1)[cH:27][cH:28][cH:29][cH:30]2.